Dataset: the Open Reaction Database (ORD), a public repository of structured organic reaction records. Task: describe an organic reaction: reactants, conditions, products, and yield Starting materials: C1CCOC1, Cc1ccc(C)c(O)c1, N#Cc1ccc(Cl)c([N+](=O)[O-])c1, [K+], [K+], O=C([O-])[O-]. Product: Cc1ccc(C)c(Oc2ccc(C#N)cc2[N+](=O)[O-])c1. RXN SMILES: [CH2:28]1[O:29][CH2:30][CH2:31][CH2:32]1.[CH3:1][c:2]1[c:3]([OH:9])[cH:4][c:5]([CH3:8])[cH:6][cH:7]1.[Cl:10][c:11]1[c:12]([N+:19](=[O:20])[O-:21])[cH:13][c:14]([C:15]#[N:16])[cH:17][cH:18]1.[K+:22].[K+:23].[O-:24][C:25]([O-:26])=[O:27]>>[CH3:1][c:2]1[c:3]([O:9][c:11]2[c:12]([N+:19](=[O:20])[O-:21])[cH:13][c:14]([C:15]#[N:16])[cH:17][cH:18]2)[cH:4][c:5]([CH3:8])[cH:6][cH:7]1. Starting materials: O=C1NC(=O)C2C1CCC(Br)C2Br, O=C(Cl)c1cc(Br)c(Br)c(Br)c1Br, c1ccncc1, c1ccccc1. Yields the product O=C(c1cc(Br)c(Br)c(Br)c1Br)N1C(=O)C2CCC(Br)C(Br)C2C1=O. RXN SMILES: [Br:1][CH:2]1[CH:3]2[CH:4]([C:5](=[O:6])[NH:7][C:8]2=[O:9])[CH2:10][CH2:11][CH:12]1[Br:13].[Br:20][c:21]1[c:22]([C:23](=[O:24])[Cl:25])[cH:26][c:27]([Br:32])[c:28]([Br:31])[c:29]1[Br:30].[cH:14]1[cH:15][cH:16][n:17][cH:18][cH:19]1.[cH:33]1[cH:34][cH:35][cH:36][cH:37][cH:38]1>>[Br:1][CH:2]1[CH:3]2[CH:4]([C:5](=[O:6])[N:7]([C:23]([c:22]3[c:21]([Br:20])[c:29]([Br:30])[c:28]([Br:31])[c:27]([Br:32])[cH:26]3)=[O:24])[C:8]2=[O:9])[CH2:10][CH2:11][CH:12]1[Br:13]. Starting materials: C(C1=CC=CC=C1)OC(=O)N1C(CC(CC1C)OCC(=O)OC(C)(C)C)C (N-benzyloxycarbonyl-4-tert-butoxycarbonylmethyloxy-2,6-dimethylpiperidine), FC(C(=O)O)(F)F (trifluoroacetic acid). The solvent is C(Cl)Cl (methylene chloride). Conditions: time 8 hour. Product: C(C1=CC=CC=C1)OC(=O)N1C(CC(CC1C)OCC(=O)O)C (N-benzyloxycarbonyl-4-carboxymethyloxy-2,6-dimethylpiperidine). Isolated yield 64.5%. Reaction SMILES: [CH2:1]([O:8][C:9]([N:11]1[CH:16]([CH3:17])[CH2:15][CH:14]([O:18][CH2:19][C:20]([O:22]C(C)(C)C)=[O:21])[CH2:13][CH:12]1[CH3:27])=[O:10])[C:2]1[CH:7]=[CH:6][CH:5]=[CH:4][CH:3]=1.FC(F)(F)C(O)=O>C(Cl)Cl>[CH2:1]([O:8][C:9]([N:11]1[CH:16]([CH3:17])[CH2:15][CH:14]([O:18][CH2:19][C:20]([OH:22])=[O:21])[CH2:13][CH:12]1[CH3:27])=[O:10])[C:2]1[CH:7]=[CH:6][CH:5]=[CH:4][CH:3]=1. Procedure: 1.11 g of N-benzyloxycarbonyl-4-tert-butoxycarbonylmethyloxy-2,6-dimethylpiperidine was dissolved in 5 ml of methylene chloride, and 2 ml of trifluoroacetic acid was added. The solution was stirred overnight at room temperature, and the resulting solution was concentrated under reduced pressure. The filtrate was concentrated under reduced pressure, and the resulting residue was purified by silica gel column chromatography. From the fractions eluted with chloroform-methanol (9:1 v/v) was obtained... Reactants: C1CCOC1, CCOC(C)=O, O=C1CCC(=O)N1Cl, CC(=O)Cn1ccc2ccccc21. Product: CC(=O)Cn1cc(Cl)c2ccccc21. As a reaction SMILES: [CH2:28]1[O:29][CH2:30][CH2:31][CH2:32]1.[CH3:22][CH2:23][O:24][C:25](=[O:26])[CH3:27].[Cl:14][N:15]1[C:16](=[O:17])[CH2:18][CH2:19][C:20]1=[O:21].[O:1]=[C:2]([CH2:3][n:4]1[cH:5][cH:6][c:7]2[cH:8][cH:9][cH:10][cH:11][c:12]12)[CH3:13]>>[O:1]=[C:2]([CH2:3][n:4]1[cH:5][c:6]([Cl:14])[c:7]2[cH:8][cH:9][cH:10][cH:11][c:12]12)[CH3:13]. Starting materials: O=C(Cl)COC(=O)c1ccccc1, CC(C)=O, O=C1CCCN1, c1ccncc1. Yields the product O=C(OCC(=O)N1CCCC1=O)c1ccccc1. Reaction SMILES: [C:1]([c:2]1[cH:3][cH:4][cH:5][cH:6][cH:7]1)(=[O:8])[O:9][CH2:10][C:11](=[O:12])[Cl:13].[CH3:26][C:27](=[O:28])[CH3:29].[NH:14]1[C:15](=[O:19])[CH2:16][CH2:17][CH2:18]1.[cH:20]1[cH:21][cH:22][n:23][cH:24][cH:25]1>>[C:1]([c:2]1[cH:3][cH:4][cH:5][cH:6][cH:7]1)(=[O:8])[O:9][CH2:10][C:11](=[O:12])[N:14]1[C:15](=[O:19])[CH2:16][CH2:17][CH2:18]1. Starting materials: N(N)C1=CC=C(C(=O)O)C=C1 (4-hydrazinobenzoic acid), C(C)OC(CC(=O)C)=O (ethylacetoacetate). The product is O=C1CC(=NN1C1=CC=C(C(=O)O)C=C1)C (4-(4,5-dihydro-5-oxo-3-methyl-1H-pyrazol-1-yl)-benzoic acid). Reaction SMILES: [NH:1]([C:3]1[CH:11]=[CH:10][C:6]([C:7]([OH:9])=[O:8])=[CH:5][CH:4]=1)[NH2:2].C([O:14][C:15](=O)[CH2:16][C:17]([CH3:19])=O)C>>[O:14]=[C:15]1[N:1]([C:3]2[CH:4]=[CH:5][C:6]([C:7]([OH:9])=[O:8])=[CH:10][CH:11]=2)[N:2]=[C:17]([CH3:19])[CH2:16]1. Procedure: From the reaction of 4-hydrazinobenzoic acid and ethylacetoacetate, 4-(4,5-dihydro-5-oxo-3-methyl-1H-pyrazol-1-yl)-benzoic acid is obtained. Subsequent reaction with 2-ethylaniline yeilds 4-(4-(2-ethylanilinomethylene)-4,5-dihydro-5-oxo-3-methyl-1H-pyrazol-1-yl)-benzoic acid, Mp 291° C.